From a dataset of the Open Reaction Database (ORD), a public repository of structured organic reaction records. describe an organic reaction: reactants, conditions, products, and yield Reaction SMILES: Br[C:2]1[C:3](Cl)=[N:4][CH:5]=[N:6][CH:7]=1.[OH:9][CH2:10][CH:11]1[CH2:16][CH2:15][N:14]([C:17]([O:19]C(C)(C)C)=O)[CH2:13][CH2:12]1.[O:24]([C:31]1[CH:36]=[CH:35][C:34](B(O)O)=[CH:33][CH:32]=1)[C:25]1[CH:30]=[CH:29][CH:28]=[CH:27][CH:26]=1.[C:40](Cl)(=O)[CH:41]=C>>[O:24]([C:31]1[CH:36]=[CH:35][C:34]([C:2]2[C:3]([O:9][CH2:10][CH:11]3[CH2:12][CH2:13][N:14]([C:17](=[O:19])[CH:40]=[CH2:41])[CH2:15][CH2:16]3)=[N:4][CH:5]=[N:6][CH:7]=2)=[CH:33][CH:32]=1)[C:25]1[CH:30]=[CH:29][CH:28]=[CH:27][CH:26]=1. The reactants are BrC=1C(=NC=NC1)Cl (5-bromo-4-chloropyrimidine), OCC1CCN(CC1)C(=O)OC(C)(C)C (tert-butyl 4-(hydroxymethyl)piperidine-1-carboxylate), O(C1=CC=CC=C1)C1=CC=C(C=C1)B(O)O ((4-phenoxyphenyl)boronic acid), C(C=C)(=O)Cl (acryloyl chloride). Procedure details: 1-(4-(((5-(4-phenoxyphenyl)pyrimidin-4-yl)oxy)methyl)piperidin-1-yl)prop-2-en-1-one was prepared from 5-bromo-4-chloropyrimidine, tert-butyl 4-(hydroxymethyl)piperidine-1-carboxylate, (4-phenoxyphenyl)boronic acid, and acryloyl chloride using methods A, C, D, and F. HPLC purity: 92%. MS: m/z=416 [M+H]+. The product is O(C1=CC=CC=C1)C1=CC=C(C=C1)C=1C(=NC=NC1)OCC1CCN(CC1)C(C=C)=O (1-(4-(((5-(4-phenoxyphenyl)pyrimidin-4-yl)oxy)methyl)piperidin-1-yl)prop-2-en-1-one). Starting materials: O([Si](C)(C)C(C)(C)C)C1C=CC(C1)=O (4-tert-butyldimethylsiloxy-2-cyclopentenone), [I-].[Li+] (lithium iodide), [H-].[Al+3].[Li+].[H-].[H-].[H-] (lithium aluminum hydride). Run in C(C)OCC (ethyl ether). Reaction conditions: temperature -78 celsius, time 90 minute. Product: [Si](C)(C)(C(C)(C)C)O[C@H]1C=C[C@H](C1)O (cis-4-tert-butyldimethylsilyloxy-2-cyclopentenol). Yield: 80.0%. Reaction SMILES: [O:1]([CH:9]1[CH2:13][C:12](=[O:14])[CH:11]=[CH:10]1)[Si:2]([C:5]([CH3:8])([CH3:7])[CH3:6])([CH3:4])[CH3:3].[I-].[Li+].[H-].[Al+3].[Li+].[H-].[H-].[H-]>C(OCC)C>[Si:2]([O:1][C@@H:9]1[CH2:13][C@H:12]([OH:14])[CH:11]=[CH:10]1)([C:5]([CH3:8])([CH3:7])[CH3:6])([CH3:4])[CH3:3] |f:1.2,3.4.5.6.7.8|. Procedure: A mechanically stirred solution of 4-tert-butyldimethylsiloxy-2-cyclopentenone (1.01 g, 4.76 mmol) in anhydrous ethyl ether (20 mL) under an atmosphere of argon is treated with lithium iodide (3.20 g, 23.9 mmol). The mixture is cooled to -78° C. and treated with lithium aluminum hydride (184 mg, 4.85 mmol) in one portion. The reaction is then stirred for 90 minutes. It is then quenched by slow addition of aqueous sodium hydroxide (1N, 23 mL) at a rate that maintains the temperature of the reacti... Yields the product Cl.C(C)(C)(C)C=1C(=C(N(N1)C)C1=NC2=C(C(=NC(=C2)C2=C(C=CC=C2)Cl)OC)N1)Cl (2-(5-tert-Butyl-4-chloro-2-methyl-2H-pyrazol-3-yl)-6-(2-chloro-phenyl)-4-methoxy-3H-imidazo[4,5-c]pyridine hydrochloride). The reactants are C(C)(C)(C)C=1C(=C(N(N1)C)C1=NC2=C(C(=NC(=C2)C2=C(C=CC=C2)Cl)OC)N1)Cl (2-(5-tert-butyl-4-chloro-2-methyl-2H-pyrazol-3-yl)-6-(2-chloro-phenyl)-4-methoxy-3H-imidazo[4,5-c]pyridine), Cl (HCl). The solvent is CCOCC (Et2O), CC(C)O (IPA). RXN SMILES: [C:1]([C:5]1[C:6]([Cl:29])=[C:7]([C:11]2[NH:28][C:14]3[C:15]([O:26][CH3:27])=[N:16][C:17]([C:19]4[CH:24]=[CH:23][CH:22]=[CH:21][C:20]=4[Cl:25])=[CH:18][C:13]=3[N:12]=2)[N:8]([CH3:10])[N:9]=1)([CH3:4])([CH3:3])[CH3:2].Cl>CC(O)C.CCOCC>[ClH:25].[C:1]([C:5]1[C:6]([Cl:29])=[C:7]([C:11]2[NH:28][C:14]3[C:15]([O:26][CH3:27])=[N:16][C:17]([C:19]4[CH:24]=[CH:23][CH:22]=[CH:21][C:20]=4[Cl:25])=[CH:18][C:13]=3[N:12]=2)[N:8]([CH3:10])[N:9]=1)([CH3:4])([CH3:2])[CH3:3] |f:4.5|. Reported procedure: 2-(5-tert-Butyl-4-chloro-2-methyl-2H-pyrazol-3-yl)-6-(2-chloro-phenyl)-4-methoxy-3H-imidazo[4,5-c]pyridine hydrochloride was prepared from 2-(5-tert-butyl-4-chloro-2-methyl-2H-pyrazol-3-yl)-6-(2-chloro-phenyl)-4-methoxy-3H-imidazo[4,5-c]pyridine prepared as described in Example 25) according to the procedure described in Example 2, STEP C substituting 6M HCl in IPA with 2M HCl in Et2O. 1H-NMR (CD3OD) δ: 7.69-7.65 (m, 1H), 7.53-7.60 (m, 2H), 7.42-7.49 (m, 2H), 4.40 (s, 3H), 4.10 (s, 3H), 1.47 (s,... Starting materials: CO, [Cl-], Clc1cccc(C(Cl)(Cl)Cl)n1, Cl. Yields the product Clc1cccc(C(Cl)Cl)n1. Reaction SMILES: [CH3:14][OH:15].[Cl-:13].[Cl:1][c:2]1[n:3][c:4]([C:8]([Cl:9])([Cl:10])[Cl:11])[cH:5][cH:6][cH:7]1.[ClH:12]>>[Cl:1][c:2]1[n:3][c:4]([CH:8]([Cl:9])[Cl:10])[cH:5][cH:6][cH:7]1.